This data is from the Open Reaction Database (ORD), a public repository of structured organic reaction records. The task is: describe an organic reaction: reactants, conditions, products, and yield Reactants: [BH4-].[Na+] (sodium borohydride), Cl (hydrochloric acid), C1(=CC=CC=C1)[C@@H](C)N ((R)-(+)-1-phenylethylamine), OC1=C(C=O)C=CC=C1OC (2-hydroxy-3-methoxybenzaldehyde), resultant solution. Run in C(C)O (ethyl alcohol). Reported procedure: 15.0 g (0.124 mole) of (R)-(+)-1-phenylethylamine and 19.8 g (0.13 mole) of 2-hydroxy-3-methoxybenzaldehyde were dissolved in 300 ml of ethyl alcohol, and the resultant solution was stirred at room temperature for 3 hours, and then stirred under reflux for 2 hours. After that, 2.35 g (0.062 mole) of sodium borohydride were added at room temperature to the reaction mixture, which was then stirred at a temperature of from 30° to 35° C. for 1 hour, and thereafter stirred at a temperature of from 55... The product is OC1=C(CN[C@H](C)C2=CC=CC=C2)C=CC=C1OC ((R)-(+)-N-(2-hydroxy-3-methoxybenzyl)-1-phenylethylamine). The yield is 98.4%. RXN SMILES: [C:1]1([C@H:7]([NH2:9])[CH3:8])[CH:6]=[CH:5][CH:4]=[CH:3][CH:2]=1.[OH:10][C:11]1[C:18]([O:19][CH3:20])=[CH:17][CH:16]=[CH:15][C:12]=1[CH:13]=O.[BH4-].[Na+].Cl>C(O)C>[OH:10][C:11]1[C:18]([O:19][CH3:20])=[CH:17][CH:16]=[CH:15][C:12]=1[CH2:13][NH:9][C@@H:7]([C:1]1[CH:6]=[CH:5][CH:4]=[CH:3][CH:2]=1)[CH3:8] |f:2.3|. Reactants: C(CCCCCCCCC)S (1-decanethiol), Cl (hydrochloric acid), CC(C)([O-])C.[K+] (potassium tert-butoxide), [Cl-].COC=1C=NC(=[NH+]C1C)C (5-methoxy-2,6-dimethylpyrimidin-1-ium chloride). Solvent: CCCCCCC (Heptane), C(CCC)O (1-butanol), C(CCC)O (1-butanol). Run at temperature 107.5 celsius, time 40 minute. The product is CC1=NC=C(C(=N1)C)O (2,4-Dimethylpyrimidin-5-ol). The yield is 74.2%. As a reaction SMILES: CC(C)([O-])C.[K+].C(S)CCCCCCCCC.[Cl-].C[O:20][C:21]1[CH:22]=[N:23][C:24]([CH3:28])=[NH+:25][C:26]=1[CH3:27].Cl>CCCCCCC.C(O)CCC>[CH3:28][C:24]1[N:25]=[C:26]([CH3:27])[C:21]([OH:20])=[CH:22][N:23]=1 |f:0.1,3.4|. Procedure details: To a 22-Liter round bottomed flask was charged potassium tert-butoxide (1200 g, 11 mol, 3.5 equiv.) and 1-butanol (2700 mL). The mixture was stirred for 40 mins and then 1-decanethiol (1300 mL, 6.1 mol, 2.0 equiv.) was added. To the resulting slurry was added portionwise, 5-methoxy-2,6-dimethylpyrimidin-1-ium chloride (17, 532 g, 3.05 mol, 1.0 equiv.), using a minimal amount of 1-butanol for rinses as needed. The mixture was heated to 105-110° C. and stirred for 24 hours at this temperature. The... Reactants: Cl.NO (hydroxylamine hydrochloride), [Na] (sodium), C(CCCCC)OC1=CC=C(C=C1)S(=O)(=O)N(CC(=O)OCC)CC(C)C (Ethyl 2-[[4-hexyloxybenzenesulfonyl](isobutyl)amino]acetate), C[O-].[Na+] (sodium methoxide). The solvent is CO (methanol), CO (methanol). Conditions: time 36 hour. Yields the product ONC(CN(CC(C)C)S(=O)(=O)C1=CC=C(C=C1)OCCCCCC)=O (N-hydroxy-2-[[4-hexyloxybenzenesulfonyl](isobutyl)amino]acetamide). As a reaction SMILES: [CH2:1]([O:7][C:8]1[CH:13]=[CH:12][C:11]([S:14]([N:17]([CH2:24][CH:25]([CH3:27])[CH3:26])[CH2:18][C:19](OCC)=[O:20])(=[O:16])=[O:15])=[CH:10][CH:9]=1)[CH2:2][CH2:3][CH2:4][CH2:5][CH3:6].Cl.[NH2:29][OH:30].C[O-].[Na+].[Na]>CO>[OH:30][NH:29][C:19](=[O:20])[CH2:18][N:17]([S:14]([C:11]1[CH:12]=[CH:13][C:8]([O:7][CH2:1][CH2:2][CH2:3][CH2:4][CH2:5][CH3:6])=[CH:9][CH:10]=1)(=[O:16])=[O:15])[CH2:24][CH:25]([CH3:27])[CH3:26] |f:1.2,3.4,^1:33|. Reported procedure: Ethyl 2-[[4-hexyloxybenzenesulfonyl](isobutyl)amino]acetate (1.22 g, 3.05 mmol) is dissolved in methanol (15 mL). To this solution is added hydroxylamine hydrochloride (0.43 g, 6.11 mmol), followed by the addition of sodium methoxide, freshly prepared from sodium (0.35 g, 15.3 mmol) dissolved in methanol (5 mL). The reaction is stirred for 36 hours at room temperature. The reaction is worked up by partitioning between dilute hydrochloric acid (pH=~3) and ethyl acetate. The aqueous phase is extra... Starting materials: C(C1=CC=CC=C1)OC(=O)N1CC(C1)C(=O)N1CCN(CCC1)C(=O)OC(C)(C)C (tert-butyl 4-({1-[(benzyloxy)carbonyl]azetidin-3-yl}carbonyl)-1,4-diazepane-1-carboxylate), N#N (N2). Reagents/catalysts: [Pd] (Pd/C). Solvent: CCO (EtOH). Run at time 24 hour. The product is N1CC(C1)C(=O)N1CCN(CCC1)C(=O)OC(C)(C)C (tert-butyl 4-(azetidin-3-ylcarbonyl)-1,4-diazepane-1-carboxylate). The yield is 97.5%. RXN SMILES: C(OC([N:11]1[CH2:14][CH:13]([C:15]([N:17]2[CH2:23][CH2:22][CH2:21][N:20]([C:24]([O:26][C:27]([CH3:30])([CH3:29])[CH3:28])=[O:25])[CH2:19][CH2:18]2)=[O:16])[CH2:12]1)=O)C1C=CC=CC=1.N#N>CCO.[Pd]>[NH:11]1[CH2:14][CH:13]([C:15]([N:17]2[CH2:23][CH2:22][CH2:21][N:20]([C:24]([O:26][C:27]([CH3:30])([CH3:29])[CH3:28])=[O:25])[CH2:19][CH2:18]2)=[O:16])[CH2:12]1. Procedure details: A stirred solution of tert-butyl 4-({1-[(benzyloxy)carbonyl]azetidin-3-yl}carbonyl)-1,4-diazepane-1-carboxylate (1.54 g, 3.69 mmol) in EtOH (10 mL) was purged with N2 and charged with 10% Pd/C (154 mg, 10% wt/wt). The flask was purged with N2 (N2/vacuum cycle×3) and then H2 (H2/vacuum cycle×3). After 24 hours the reaction was incomplete by NMR analysis. The mixture was filtered through Celite®, fresh catalyst charged (154 mg, 10% wt/wt) and the hydrogenation resumed and after a further 24 and 48... Reactants: C1(=CC=CC=C1)N1CCNCC1 (1-phenylpiperazine), NC1=C(C=CC2=CC=CC=C12)N(C(CCCl)=O)C (N-(1-amino-2-naphthyl)-3-chloro-N-methyl-propanamide), C1(=CC=CC=C1)N1CCNCC1 (1-phenylpiperazine). Run in C1=CC=CC=C1 (benzene), C1=CC=CC=C1 (benzene), C1=CC=CC=C1 (benzene). Run at time 24 hour. Product: CN1C(=NC2=C1C=CC1=CC=CC=C12)CCN1CCN(CC1)C1=CC=CC=C1 (3-Methyl-2-[2-(4-phenyl-1-piperazinyl)ethyl]-3H-naphth[1,2-d]imidazole). Yield: 54.4%. Reaction SMILES: [NH2:1][C:2]1[C:11]2[C:6](=[CH:7][CH:8]=[CH:9][CH:10]=2)[CH:5]=[CH:4][C:3]=1[N:12]([CH3:18])[C:13](=O)[CH2:14][CH2:15]Cl.[C:19]1([N:25]2[CH2:30][CH2:29][NH:28][CH2:27][CH2:26]2)[CH:24]=[CH:23][CH:22]=[CH:21][CH:20]=1>C1C=CC=CC=1>[CH3:18][N:12]1[C:3]2[CH:4]=[CH:5][C:6]3[C:11]([C:2]=2[N:1]=[C:13]1[CH2:14][CH2:15][N:28]1[CH2:29][CH2:30][N:25]([C:19]2[CH:24]=[CH:23][CH:22]=[CH:21][CH:20]=2)[CH2:26][CH2:27]1)=[CH:10][CH:9]=[CH:8][CH:7]=3. Procedure: A solution of 5.25 g (0.02 mole) of N-(1-amino-2-naphthyl)-3-chloro-N-methyl-propanamide in 150 cc of anhydrous benzene is gradually added to a solution of 9.73 g (0.06 mole) of 1-phenylpiperazine in 25 cc of anhydrous benzene under argon atmosphere over a period of time of twenty minutes. The reaction mixture is then refluxed for 21 hours. Further, 11.73 g (0.0724 mole) of 1-phenylpiperazine is added and reflux is continued for an additional 24 hours. After cooling to room temperature, the mixt... Starting materials: COc1cc2c(cc1OC)CN(CCc1ccc(Nc3ncnc4ccc(NC(=O)CCNC(=O)OC(C)(C)C)cc34)cc1)CC2, O=C([O-])O, ClCCl, [Na+], O=C(O)C(F)(F)F. The product is COc1cc2c(cc1OC)CN(CCc1ccc(Nc3ncnc4ccc(NC(=O)CCN)cc34)cc1)CC2. As a reaction SMILES: [C:1]([O:2][C:3](=[O:4])[NH:7][CH2:8][CH2:9][C:10]([NH:11][c:12]1[cH:13][c:14]2[c:15]([NH:22][c:23]3[cH:24][cH:25][c:26]([CH2:29][CH2:30][N:31]4[CH2:32][c:33]5[cH:34][c:35]([O:43][CH3:44])[c:36]([O:41][CH3:42])[cH:37][c:38]5[CH2:39][CH2:40]4)[cH:27][cH:28]3)[n:16][cH:17][n:18][c:19]2[cH:20][cH:21]1)=[O:45])([CH3:5])([CH3:6])[CH3:46].[C:57](=[O:58])([OH:59])[O-:60].[CH2:54]([Cl:55])[Cl:56].[Na+:61].[OH:47][C:48]([C:49]([F:50])([F:51])[F:52])=[O:53]>>[NH2:7][CH2:8][CH2:9][C:10]([NH:11][c:12]1[cH:13][c:14]2[c:15]([NH:22][c:23]3[cH:24][cH:25][c:26]([CH2:29][CH2:30][N:31]4[CH2:32][c:33]5[cH:34][c:35]([O:43][CH3:44])[c:36]([O:41][CH3:42])[cH:37][c:38]5[CH2:39][CH2:40]4)[cH:27][cH:28]3)[n:16][cH:17][n:18][c:19]2[cH:20][cH:21]1)=[O:45].